Dataset: the Open Reaction Database (ORD), a public repository of structured organic reaction records. Task: describe an organic reaction: reactants, conditions, products, and yield Reactants: CCOC(=O)c1ccc([N+](=O)[O-])cc1CBr, CC(C)(C)S, CC#N, [H-], [Na+]. The product is CCOC(=O)c1ccc([N+](=O)[O-])cc1CSC(C)(C)C. RXN SMILES: [CH2:1]([CH3:2])[O:3][C:4]([c:5]1[c:6]([CH2:14][Br:15])[cH:7][c:8]([N+:11](=[O:12])[O-:13])[cH:9][cH:10]1)=[O:16].[CH3:17][C:18]([CH3:19])([CH3:20])[SH:21].[CH3:24][C:25]#[N:26].[H-:22].[Na+:23]>>[CH2:1]([CH3:2])[O:3][C:4]([c:5]1[c:6]([CH2:14][S:21][C:18]([CH3:17])([CH3:19])[CH3:20])[cH:7][c:8]([N+:11](=[O:12])[O-:13])[cH:9][cH:10]1)=[O:16]. Reactants: FC(F)(F)C(F)(F)C(F)(F)C(F)(F)CCCCCCCCCCCCCCCCCCCCCCBr, CCOP(OCC)OCC. Yields the product CCOP(=O)(CCCCCCCCCCCCCCCCCCCCCCC(F)(F)C(F)(F)C(F)(F)C(F)(F)F)OCC. RXN SMILES: [Br:1][CH2:2][CH2:3][CH2:4][CH2:5][CH2:6][CH2:7][CH2:8][CH2:9][CH2:10][CH2:11][CH2:12][CH2:13][CH2:14][CH2:15][CH2:16][CH2:17][CH2:18][CH2:19][CH2:20][CH2:21][CH2:22][CH2:23][C:24]([C:25]([C:26]([C:27]([F:28])([F:29])[F:30])([F:31])[F:32])([F:33])[F:34])([F:35])[F:36].[P:37]([O:38][CH2:39][CH3:40])([O:41][CH2:42][CH3:43])[O:44][CH2:45][CH3:46]>>[CH2:2]([CH2:3][CH2:4][CH2:5][CH2:6][CH2:7][CH2:8][CH2:9][CH2:10][CH2:11][CH2:12][CH2:13][CH2:14][CH2:15][CH2:16][CH2:17][CH2:18][CH2:19][CH2:20][CH2:21][CH2:22][CH2:23][C:24]([C:25]([C:26]([C:27]([F:28])([F:29])[F:30])([F:31])[F:32])([F:33])[F:34])([F:35])[F:36])[P:37]([O:38][CH2:39][CH3:40])([O:41][CH2:42][CH3:43])=[O:44]. Reactants: CC=1C=C(C=CC1)B(O)O (3-methylbenzeneboronic acid), C1(CCCCC1)P(C1CCCCC1)C1CCCCC1 (tricyclohexylphosphine), [F-].[K+] (potassium fluoride), FC(S(=O)(=O)OC1=CC(OC2=CC(=CC=C12)Br)=O)(F)F (7-bromo-2-oxo-2H-chromen-4-yl trifluoromethanesulfonate). The reagents and catalysts are C(C)(=O)[O-].[Pd+2].C(C)(=O)[O-] (palladium (II) acetate). The solvent is C1CCOC1 (THF). Conditions: time 16 hour. Product: BrC1=CC=C2C(=CC(OC2=C1)=O)C1=CC(=CC=C1)C (7-bromo-4-(3-methylphenyl)-2H-chromen-2-one). Reaction SMILES: FC(F)(F)S(O[C:7]1[C:16]2[C:11](=[CH:12][C:13]([Br:17])=[CH:14][CH:15]=2)[O:10][C:9](=[O:18])[CH:8]=1)(=O)=O.[CH3:21][C:22]1[CH:23]=[C:24](B(O)O)[CH:25]=[CH:26][CH:27]=1.C1(P(C2CCCCC2)C2CCCCC2)CCCCC1.[F-].[K+]>C1COCC1.C([O-])(=O)C.[Pd+2].C([O-])(=O)C>[Br:17][C:13]1[CH:12]=[C:11]2[C:16]([C:7]([C:26]3[CH:25]=[CH:24][CH:23]=[C:22]([CH3:21])[CH:27]=3)=[CH:8][C:9](=[O:18])[O:10]2)=[CH:15][CH:14]=1 |f:3.4,6.7.8|. Procedure details: To a solution of 7-bromo-2-oxo-2H-chromen-4-yl trifluoromethanesulfonate (prepared as described in U.S. Pat. No. 5,552,437) (1.1 g, 3.0 mmol) and 3-methylbenzeneboronic acid (450 mg, 3.3 mmol) in THF (12 mL), tricyclohexylphosphine (30 mg, 0.1 mmol) and potassium fluoride (574 mg, 9.9 mmol) were added. The reaction mixture was purged twice with nitrogen before palladium (II) acetate (20 mg, 0.1 mmol) was added. After 16 hours stirring at room temperature the reaction mixture was filtered over ce...